describe an organic reaction: reactants, conditions, products, and yield From a dataset of the Open Reaction Database (ORD), a public repository of structured organic reaction records. Reactants: C(C1=CC=CC=C1)N1C(=CC2=NC(=CC=C21)N(NC(=O)OC(C)(C)C)C(=O)OC(C)(C)C)CO[Si](C)(C)C(C)(C)C (di-tert-Butyl 1-[1-benzyl-2-({[tert-butyl(dimethyl)silyl]oxy}methyl)-1H-pyrrolo[3,2-b]pyridin-5-yl]hydrazine-1,2-dicarboxylate), CC(=O)O (AcOH), [OH-].[Na+] (NaOH). Run in C1CCOC1 (THF), O (water). The product is C(C1=CC=CC=C1)N1C(=CC2=C1C=CC=1N2C(=NN1)C)CO ((6-benzyl-1-methyl-6H-pyrrolo[2,3-e][1,2,4]triazolo[4,3-a]pyridin-7-yl)methanol). As a reaction SMILES: [CH2:1]([N:8]1[C:16]2[C:11](=[N:12][C:13]([N:17](C(OC(C)(C)C)=O)[NH:18][C:19](OC(C)(C)C)=O)=[CH:14][CH:15]=2)[CH:10]=[C:9]1[CH2:33][O:34][Si](C(C)(C)C)(C)C)[C:2]1[CH:7]=[CH:6][CH:5]=[CH:4][CH:3]=1.[OH-].[Na+].[CH3:44]C(O)=O>C1COCC1.O>[CH2:1]([N:8]1[C:16]2[CH:15]=[CH:14][C:13]3[N:12]([C:19]([CH3:44])=[N:18][N:17]=3)[C:11]=2[CH:10]=[C:9]1[CH2:33][OH:34])[C:2]1[CH:7]=[CH:6][CH:5]=[CH:4][CH:3]=1 |f:1.2|. Reported procedure: di-tert-Butyl 1-[1-benzyl-2-({[tert-butyl(dimethyl)silyl]oxy}methyl)-1H-pyrrolo[3,2-b]pyridin-5-yl]hydrazine-1,2-dicarboxylate (0.20 g, 0.34 mmol, from Step 4) in AcOH (2.7 mL) was heated in the microwave to a temperature of 180° C. for 5 minutes. Acetic acid was removed in vacuo and the residue was then stirred with NaOH (69 mg, 1.7 mmol) in THF (2.0 mL) and water (2 mL) for 20 minutes. The product was purified by preparative HPLC-MS (C18 eluting with a gradient of MeCN and H2O containing 0.15%...